From a dataset of the Open Reaction Database (ORD), a public repository of structured organic reaction records. describe an organic reaction: reactants, conditions, products, and yield Run in ClCCl (dichloromethane). Procedure details: A 4.2 g. portion of 3-(2,4-dimethylphenylaminomethyl)pyridine was dissolved in 20 ml. of dichloromethane and 4.1 g. of potassium carbonate and 2.5 ml. of methanesulfonyl chloride were added. The mixture was stirred over the week-end under reflux, and was then extracted with 20 ml. of aqueous sodium bicarbonate. The organic phase was dried and evaporated under vacuum. The residue was dissolved in diethyl ether and the solution was separated from insolubles and evaporated under vacuum. The oil was... Product: CC1=C(C=CC(=C1)C)N(S(=O)(=O)C)CC=1C=NC=CC1 (N-(2,4-dimethylphenyl)-N-(pyridin-3-ylmethyl)methanesulfonamide). Starting materials: CC1=C(C=CC(=C1)C)NCC=1C=NC=CC1 (3-(2,4-dimethylphenylaminomethyl)pyridine), C([O-])([O-])=O.[K+].[K+] (potassium carbonate), CS(=O)(=O)Cl (methanesulfonyl chloride). RXN SMILES: [CH3:1][C:2]1[CH:7]=[C:6]([CH3:8])[CH:5]=[CH:4][C:3]=1[NH:9][CH2:10][C:11]1[CH:12]=[N:13][CH:14]=[CH:15][CH:16]=1.C(=O)([O-])[O-].[K+].[K+].[CH3:23][S:24](Cl)(=[O:26])=[O:25]>ClCCl>[CH3:1][C:2]1[CH:7]=[C:6]([CH3:8])[CH:5]=[CH:4][C:3]=1[N:9]([CH2:10][C:11]1[CH:12]=[N:13][CH:14]=[CH:15][CH:16]=1)[S:24]([CH3:23])(=[O:26])=[O:25] |f:1.2.3|. Reactants: O=C([O-])[O-], NC1CCc2[nH]c3ccc(OCc4ccccc4)cc3c2C1, CC#N, [I-], [K+], [K+], [Na+], BrCCc1ccccc1. The product is c1ccc(CCNC2CCc3[nH]c4ccc(OCc5ccccc5)cc4c3C2)cc1. RXN SMILES: [C:23](=[O:24])([O-:25])[O-:26].[CH2:1]([c:2]1[cH:3][cH:4][cH:5][cH:6][cH:7]1)[O:8][c:9]1[cH:10][c:11]2[c:12]3[c:17]([nH:18][c:19]2[cH:20][cH:21]1)[CH2:16][CH2:15][CH:14]([NH2:22])[CH2:13]3.[CH3:40][C:41]#[N:42].[I-:30].[K+:27].[K+:28].[Na+:29].[c:31]1([CH2:37][CH2:38][Br:39])[cH:32][cH:33][cH:34][cH:35][cH:36]1>>[CH2:1]([c:2]1[cH:3][cH:4][cH:5][cH:6][cH:7]1)[O:8][c:9]1[cH:10][c:11]2[c:12]3[c:17]([nH:18][c:19]2[cH:20][cH:21]1)[CH2:16][CH2:15][CH:14]([NH:22][CH2:38][CH2:37][c:31]1[cH:32][cH:33][cH:34][cH:35][cH:36]1)[CH2:13]3.